describe an organic reaction: reactants, conditions, products, and yield From a dataset of the Open Reaction Database (ORD), a public repository of structured organic reaction records. Reported procedure: To a solution of rac-3-iodo-1-tetrahydro-1H-3-pyrrolyl-1H-pyrazolo[3,4-d]pyrimidin-4-amine mono hydrochloride (0.350 g, 1.09 mmol) in N,N-dimethylformamide (10 mL) was added 2-bromoethylmethyl ether (0.159 g, 0.11 mL, 1.15 mmol), potassium carbonate (0.462 g, 3.34 mmol), and potassium iodide (0.008 g, 0.05 mmol). The reaction mixture stirred at 65° C. for 18 h and then additional 2-bromoethylmethyl ether (0.066 g, 0.040 mL, 0.48 mmol), potassium carbonate (0.130 g, 0.940 mmol), and potassium iod... Solvent: CN(C=O)C (N,N-dimethylformamide). Product: IC1=NN(C2=NC=NC(=C21)N)C2CN(CC2)CCOC (rac-3-iodo-1-[1-(2-methoxyethyl)tetrahydro-1H-3-pyrrolyl]-1H-pyrazolo[3,4-d]pyrimidin-4-amine). The yield is 74.0%. Reactants: BrCCOC (2-bromoethylmethyl ether), C([O-])([O-])=O.[K+].[K+] (potassium carbonate), Cl.IC1=NN(C2=NC=NC(=C21)N)C2CNCC2 (rac-3-iodo-1-tetrahydro-1H-3-pyrrolyl-1H-pyrazolo[3,4-d]pyrimidin-4-amine mono hydrochloride), BrCCOC (2-bromoethylmethyl ether), C([O-])([O-])=O.[K+].[K+] (potassium carbonate). RXN SMILES: Cl.[I:2][C:3]1[C:11]2[C:6](=[N:7][CH:8]=[N:9][C:10]=2[NH2:12])[N:5]([CH:13]2[CH2:17][CH2:16][NH:15][CH2:14]2)[N:4]=1.Br[CH2:19][CH2:20][O:21][CH3:22].C(=O)([O-])[O-].[K+].[K+]>CN(C)C=O.[I-].[K+]>[I:2][C:3]1[C:11]2[C:6](=[N:7][CH:8]=[N:9][C:10]=2[NH2:12])[N:5]([CH:13]2[CH2:17][CH2:16][N:15]([CH2:19][CH2:20][O:21][CH3:22])[CH2:14]2)[N:4]=1 |f:0.1,3.4.5,7.8|. Reagents/catalysts: [I-].[K+] (potassium iodide), [I-].[K+] (potassium iodide). Run at temperature 65 celsius, time 18 hour.